From a dataset of the Open Reaction Database (ORD), a public repository of structured organic reaction records. describe an organic reaction: reactants, conditions, products, and yield The reactants are CN([C@@H]1[C@H](CCC1)NC(C1=C(C=CC=C1)N1N=CC=N1)=O)C1=NC=C(N=C1)C(F)(F)F (N-[(1S,2S)-2-{Methyl[5-(trifluoromethyl)pyrazin-2-yl]amino}cyclopentyl]-2-(2H-1,2,3-triazol-2-yl)benzamide), FC=1C=CC(=C(C(=O)O)C1)N1N=CC=N1 (5-fluoro-2-(2H-1,2,3-triazol-2-yl)benzoic acid), FC=1C=CC(=C(C(=O)O)C1)N1N=CC=N1 (5-fluoro-2-(2H-1,2,3-triazol-2-yl)benzoic acid), CN([C@@H]1[C@H](CCC1)N)C1=NC=C(N=C1)C(F)(F)F ((1S,2S)-1-N-methyl-1-N-[5-(trifluoromethyl)pyrazin-2-yl]cyclopentane-1,2-diamine), CN([C@@H]1[C@H](CCC1)N)C1=NC=C(N=C1)C(F)(F)F ((1S,2S)-1-N-methyl-1-N-[5-(trifluoromethyl)pyrazin-2-yl]cyclopentane-1,2-diamine). Yields the product FC=1C=CC(=C(C(=O)N[C@@H]2[C@H](CCC2)N(C2=NC=C(N=C2)C(F)(F)F)C)C1)N1N=CC=N1 (5-Fluoro-N-[(1S,2S)-2-{methyl[5-(trifluoromethyl)pyrazin-2-yl]amino}cyclopentyl]-2-(2H-1,2,3-triazol-2-yl)benzamide). Reaction SMILES: [CH3:1][N:2]([C:22]1[CH:27]=[N:26][C:25]([C:28]([F:31])([F:30])[F:29])=[CH:24][N:23]=1)[C@H:3]1[CH2:7][CH2:6][CH2:5][C@@H:4]1[NH:8][C:9](=[O:21])[C:10]1[CH:15]=[CH:14][CH:13]=[CH:12][C:11]=1[N:16]1[N:20]=[CH:19][CH:18]=[N:17]1.CN(C1C=NC(C(F)(F)[F:47])=CN=1)[C@H]1CCC[C@@H]1N.FC1C=CC(N2N=CC=N2)=C(C=1)C(O)=O>>[F:47][C:14]1[CH:13]=[CH:12][C:11]([N:16]2[N:20]=[CH:19][CH:18]=[N:17]2)=[C:10]([CH:15]=1)[C:9]([NH:8][C@H:4]1[CH2:5][CH2:6][CH2:7][C@@H:3]1[N:2]([CH3:1])[C:22]1[CH:27]=[N:26][C:25]([C:28]([F:29])([F:31])[F:30])=[CH:24][N:23]=1)=[O:21]. Reported procedure: Prepared according to the procedure for N-[(1S,2S)-2-{methyl[5-(trifluoromethyl)pyrazin-2-yl]amino}cyclopentyl]-2-(2H-1,2,3-triazol-2-yl)benzamide (Example 73) from (1S,2S)-1-N-methyl-1-N-[5-(trifluoromethyl)pyrazin-2-yl]cyclopentane-1,2-diamine (Intermediate 22; 59 mg, 0.23 mmol) and 5-fluoro-2-(2H-1,2,3-triazol-2-yl)benzoic acid (Intermediate 8; 56 mg, 0.27 mmol) to afford the title compound. Reactants: COC(=O)c1ccc(OC)c([N+](=O)[O-])c1C(=O)O, CN(C)C=O, Cc1ccccc1, O=S(Cl)Cl. Product: COC(=O)c1ccc(OC)c([N+](=O)[O-])c1N. As a reaction SMILES: [C:1]([OH:2])(=[O:3])[c:4]1[c:5]([C:6](=[O:7])[O:8][CH3:9])[cH:10][cH:11][c:12]([O:17][CH3:18])[c:13]1[N+:14](=[O:15])[O-:16].[CH3:23][N:24]([CH3:25])[CH:26]=[O:27].[CH3:28][c:29]1[cH:30][cH:31][cH:32][cH:33][cH:34]1.[S:19]([Cl:20])([Cl:21])=[O:22]>>[c:4]1([NH2:24])[c:5]([C:6](=[O:7])[O:8][CH3:9])[cH:10][cH:11][c:12]([O:17][CH3:18])[c:13]1[N+:14](=[O:15])[O-:16]. Starting materials: O (water), C(C)OCCN1CCC(CC1)NC1=NC2=C(N1)C=CC=C2 (N-[1-(2-ethoxyethyl)-4-piperidinyl]-1H-benzimidazol-2-amine), CN(C=O)C (N,N-dimethylformamide), [H-].[Na+] (sodium hydride), ClCCOCC (1-chloro-2-ethoxyethane), CN(C=O)C (N,N-dimethylformamide). Run at time 30 minute. Product: C(C(=O)O)(=O)O.C(C)OCCN1C(=NC2=C1C=CC=C2)NC2CCN(CC2)CCOCC (1-(2-ethoxyethyl)-N-[1-(2-ethoxyethyl)-4-piperidinyl]-1H-benzimidazol-2-amine ethanedioate). Isolated yield 39.5%. Reaction SMILES: [CH2:1]([O:3][CH2:4][CH2:5][N:6]1[CH2:11][CH2:10][CH:9]([NH:12][C:13]2[NH:17][C:16]3[CH:18]=[CH:19][CH:20]=[CH:21][C:15]=3[N:14]=2)[CH2:8][CH2:7]1)[CH3:2].[H-].[Na+].Cl[CH2:25][CH2:26][O:27][CH2:28][CH3:29].[OH2:30].CN(C)[CH:33]=[O:34]>>[C:33]([OH:34])(=[O:27])[C:4]([OH:3])=[O:30].[CH2:26]([O:27][CH2:28][CH2:29][N:17]1[C:16]2[CH:18]=[CH:19][CH:20]=[CH:21][C:15]=2[N:14]=[C:13]1[NH:12][CH:9]1[CH2:8][CH2:7][N:6]([CH2:5][CH2:4][O:3][CH2:1][CH3:2])[CH2:11][CH2:10]1)[CH3:25] |f:1.2,6.7|. Reported procedure: To a stirred mixture of 4.32 parts of N-[1-(2-ethoxyethyl)-4-piperidinyl]-1H-benzimidazol-2-amine and 135 parts of N,N-dimethylformamide were added 0.75 parts of a sodium hydride dispersion 50% under nitrogen atmosphere. After stirring for 30 minutes at room temperature, a solution of 1.63 parts of 1-chloro-2-ethoxyethane in N,N-dimethylformamide was added dropwise to the thus obtained mixture at 50° C. Upon complete addition, stirring was continued overnight at 50° C. The reaction mixture was p... The reactants are CCCc1nc2cc(NCc3ccccc3)ccc2n1CC(=O)OC(C)(C)C, CN(C)c1ccncc1, O=C(Cl)C1CCCC1, CCN(C(C)C)C(C)C, ClCCl, Cl. Product: CCCc1nc2cc(N(Cc3ccccc3)C(=O)C3CCCC3)ccc2n1CC(=O)OC(C)(C)C. RXN SMILES: [C:9]([CH3:10])([CH3:11])([CH3:12])[O:13][C:14]([CH2:15][n:16]1[c:17]([CH2:33][CH2:34][CH3:35])[n:18][c:19]2[c:20]1[cH:21][cH:22][c:23]([NH:25][CH2:26][c:27]1[cH:28][cH:29][cH:30][cH:31][cH:32]1)[cH:24]2)=[O:36].[CH3:46][N:47]([c:48]1[cH:49][cH:50][n:51][cH:52][cH:53]1)[CH3:54].[CH:1]1([C:6](=[O:7])[Cl:8])[CH2:2][CH2:3][CH2:4][CH2:5]1.[CH:37]([N:38]([CH2:39][CH3:40])[CH:41]([CH3:42])[CH3:43])([CH3:44])[CH3:45].[Cl:55][CH2:56][Cl:57].[ClH:58]>>[CH:1]1([C:6](=[O:7])[N:25]([c:23]2[cH:22][cH:21][c:20]3[n:16]([CH2:15][C:14]([O:13][C:9]([CH3:10])([CH3:11])[CH3:12])=[O:36])[c:17]([CH2:33][CH2:34][CH3:35])[n:18][c:19]3[cH:24]2)[CH2:26][c:27]2[cH:28][cH:29][cH:30][cH:31][cH:32]2)[CH2:2][CH2:3][CH2:4][CH2:5]1. Starting materials: O=C([O-])[O-], CI, O=C(O)C=Cc1ccc(Cl)c(Cl)c1, [Cs+], [Cs+], CN(C)C=O, O. The product is COC(=O)C=Cc1ccc(Cl)c(Cl)c1. Reaction SMILES: [C:14](=[O:15])([O-:16])[O-:17].[CH3:20][I:21].[Cl:1][c:2]1[cH:3][c:4]([CH:5]=[CH:6][C:7](=[O:8])[OH:9])[cH:10][cH:11][c:12]1[Cl:13].[Cs+:18].[Cs+:19].[O:23]=[CH:24][N:25]([CH3:26])[CH3:27].[OH2:22]>>[Cl:1][c:2]1[cH:3][c:4]([CH:5]=[CH:6][C:7](=[O:8])[O:9][CH3:14])[cH:10][cH:11][c:12]1[Cl:13]. The reactants are OCCNN1SC(=CN1)C=1N(C(=CN1)[N+](=O)[O-])C (2-[2-(Hydroxyethylamino)-5-thiadiazolyl]-1-methyl- 5-nitroimidazole), C(C)OC(CN)OCC (2,2-diethoxyethylamine), O1CCOCC1 (dioxane). The solvent is O (water). The product is C(C)OC(CNN1SC(=CN1)C=1N(C(=CN1)[N+](=O)[O-])C)OCC (2-[2-(2,2-diethoxyethylamino)-5-thiadiazolyl]-1-methyl-5-nitroimidazole). Reaction SMILES: OCCN[N:5]1[NH:9][CH:8]=[C:7]([C:10]2[N:11]([CH3:18])[C:12]([N+:15]([O-:17])=[O:16])=[CH:13][N:14]=2)[S:6]1.[CH2:19]([O:21][CH:22]([O:25][CH2:26][CH3:27])[CH2:23][NH2:24])[CH3:20].O1CCOCC1>O>[CH2:19]([O:21][CH:22]([O:25][CH2:26][CH3:27])[CH2:23][NH:24][N:5]1[NH:9][CH:8]=[C:7]([C:10]2[N:11]([CH3:18])[C:12]([N+:15]([O-:17])=[O:16])=[CH:13][N:14]=2)[S:6]1)[CH3:20]. Procedure: A mixture composed 9.8 g. of 2-(2-chloro-5-thiadiazolyl)-1-methyl-5-nitroimidazole, (Example 16), 11.0 g. of 2,2-diethoxyethylamine, and 250 ml. of dioxane is stirred and heated on the steam bath for 12 hours. It is then diluted with 500 ml. of cold water, cooled, and the precipitated yellow solid collected and dried. Recrystallization from 505 aqueous ethanol gives the pure compound melting at 154°-155° C. Reactants: C(C(=O)Cl)(=O)Cl (oxalyl chloride), C([O-])(O)=O.[Na+] (sodium bicarbonate), ClC1=CC(=C(C=C1)NC(COCC(=O)O)=O)C(=O)OC ((2-[(4-chloro-2-(methoxycarbonyl)phenyl)amino]-2-oxoethoxy)acetic acid), CC1=CC(=CO1)C=1C=C(N)C=CC1 (3-(5-methylfuran-3-yl)aniline). Solvent: CN(C)C=O (DMF), C1CCOC1 (THF), CC(=O)N(C)C (DMA). Run at time 2 hour. Product: ClC=1C=CC(=C(C(=O)O)C1)NC(COCC(=O)NC1=CC(=CC=C1)C1=COC(=C1)C)=O (5-chloro-2-([(2-([3-(5-methylfuran-3-yl)phenyl]amino)-2-oxoethoxy)acetyl]amino)benzoic acid). Reaction SMILES: [Cl:1][C:2]1[CH:7]=[CH:6][C:5]([NH:8][C:9](=[O:16])[CH2:10][O:11][CH2:12][C:13]([OH:15])=O)=[C:4]([C:17]([O:19]C)=[O:18])[CH:3]=1.C(Cl)(=O)C(Cl)=O.[CH3:27][C:28]1[O:32][CH:31]=[C:30]([C:33]2[CH:34]=[C:35]([CH:37]=[CH:38][CH:39]=2)[NH2:36])[CH:29]=1.C(=O)(O)[O-].[Na+]>C1COCC1.CC(N(C)C)=O.CN(C=O)C>[Cl:1][C:2]1[CH:7]=[CH:6][C:5]([NH:8][C:9](=[O:16])[CH2:10][O:11][CH2:12][C:13]([NH:36][C:35]2[CH:37]=[CH:38][CH:39]=[C:33]([C:30]3[CH:29]=[C:28]([CH3:27])[O:32][CH:31]=3)[CH:34]=2)=[O:15])=[C:4]([CH:3]=1)[C:17]([OH:19])=[O:18] |f:3.4|. Procedure: 380 mg (2.2 mmol) of (2-[(4-chloro-2-(methoxycarbonyl)phenyl)amino]-2-oxoethoxy)acetic acid was dissolved in 7 mL of THF. 361 mg (2.9 mmol) of oxalyl chloride and a catalytic quantity of DMF were added thereto under ice-cooling, and stirred at room temperature for 2 hours. Thereafter, the solvent was distilled off under reduced pressure. The DMA solution of 380 mg (2.2 mmol) of 3-(5-methylfuran-3-yl)aniline was added to the resulting residue, and stirred for 1 hour. After completion of the react...